Dataset: the Open Reaction Database (ORD), a public repository of structured organic reaction records. Task: describe an organic reaction: reactants, conditions, products, and yield Reactants: IC=1C=C2C(NC(=NC2=CC1)C(F)(F)F)=O (6-iodo-2-trifluoromethyl-3H-quinazolin-4-one), O=P(Cl)(Cl)Cl (POCl3). The product is IC=1C=C2C(=NC(=NC2=CC1)C(F)(F)F)Cl (6-iodo-2-trifluoromethyl-4-chloroquinazoline). RXN SMILES: [I:1][C:2]1[CH:3]=[C:4]2[C:9](=[CH:10][CH:11]=1)[N:8]=[C:7]([C:12]([F:15])([F:14])[F:13])[NH:6][C:5]2=O.O=P(Cl)(Cl)[Cl:19]>>[I:1][C:2]1[CH:3]=[C:4]2[C:9](=[CH:10][CH:11]=1)[N:8]=[C:7]([C:12]([F:15])([F:14])[F:13])[N:6]=[C:5]2[Cl:19]. Reported procedure: 6-iodo-2-trifluoromethyl-3H-quinazolin-4-one (3.1 g, 9.1 mmole) was mixed with 20 mL of POCl3, heated to reflux for 3 h, removed most of unreacted POCl3 under vacuo. The residue was extracted with 15 mL of NaHCO3 (sat) and 200 mL of ether, ether layer was dried with MgSO4 and concentrated to give the light yellow solid 3.05 g, mp 145°-146° C., MS (CI): m/z 359 (MH)+. Reactants: Cl (hydrochloride), C(C)OC(C1=CC(=CC=C1)OC)=N (m-methoxybenzimidic acid ethyl ester), NN1C(C2=CC=CC=C2CC1)=O (2-amino-3,4-dihydro-1(2H)-isoquinolinone), C(C)OC(C1=CC(=CC=C1)OC)=N (m-methoxybenzimidic acid ethyl ester), C(C)OC(C1=CC(=CC=C1)OC)=N (m-methoxybenzimidic acid ethyl ester). Conditions: temperature 125 celsius. Product: intermediate III, COC=1C=C(C(=N)NN2C(C3=CC=CC=C3CC2)=O)C=CC1 (2-(m-methoxybenzimidoylamino)-3,4-dihydro-1-(2H)-isoquinolinone). As a reaction SMILES: [NH2:1][N:2]1[CH2:11][CH2:10][C:9]2[C:4](=[CH:5][CH:6]=[CH:7][CH:8]=2)[C:3]1=[O:12].C(O[C:16](=[NH:25])[C:17]1[CH:22]=[CH:21][CH:20]=[C:19]([O:23][CH3:24])[CH:18]=1)C.Cl>>[CH3:24][O:23][C:19]1[CH:18]=[C:17]([CH:22]=[CH:21][CH:20]=1)[C:16]([NH:1][N:2]1[CH2:11][CH2:10][C:9]2[C:4](=[CH:5][CH:6]=[CH:7][CH:8]=2)[C:3]1=[O:12])=[NH:25]. Procedure: A mixture of 16.2 g. of 2-amino-3,4-dihydro-1(2H)-isoquinolinone (0.10 mole), 27 g. of m-methoxybenzimidic acid ethyl ester (0.15 mole) and 2.15 g. of the hydrochloride of m-methoxybenzimidic acid ethyl ester is heated under vacuum (200 mm Hg.) for 5 hours at about 90° C and for 2 hours at about 125° C. Then 3.50 g. of m-methoxybenzimidic acid ethyl ester (0.02 mole) is added and the mixture is heated for a further 16 hours at about 125° C under vacuum. All volatile materials are eliminated by d... The reactants are COC(=O)c1ccc(-c2nc3cc(C#N)cc(SC)c3o2)cc1, CC(C)c1cc(C#N)cc2nc(-c3ccc(C(=O)O)cc3)oc12. Product: CSc1cc(C#N)cc2nc(-c3ccc(C(=O)O)cc3)oc12. As a reaction SMILES: [C:1](#[N:2])[c:3]1[cH:4][c:5]([S:22][CH3:23])[c:6]2[c:7]([n:8][c:9](-[c:11]3[cH:12][cH:13][c:14]([C:15](=[O:16])[O:17][CH3:18])[cH:19][cH:20]3)[o:10]2)[cH:21]1.[C:24]([c:25]1[cH:26][c:27]([CH:28]([CH3:29])[CH3:30])[c:31]2[o:32][c:33](-[c:34]3[cH:35][cH:36][c:37]([C:38]([OH:39])=[O:40])[cH:41][cH:42]3)[n:43][c:44]2[cH:45]1)#[N:46]>>[C:1](#[N:2])[c:3]1[cH:4][c:5]([S:22][CH3:23])[c:6]2[c:7]([n:8][c:9](-[c:11]3[cH:12][cH:13][c:14]([C:15](=[O:16])[OH:17])[cH:19][cH:20]3)[o:10]2)[cH:21]1. The reactants are CN(C1=CC(=C(C(=O)O)C=C1)[N+](=O)[O-])C (4-dimethylamino-2-nitrobenzoic acid), NC1CCN(CC1)C(C1=CC=CC=C1)C1=CC=CC=C1 (4-amino-1-diphenylmethylpiperidine), CCN=C=NCCCN(C)C.Cl (EDCl). The reagents and catalysts are CN(C)C=1C=CN=CC1 (DMAP). The solvent is C(Cl)Cl (CH2Cl2), C(Cl)Cl (CH2Cl2). Product: CN(C1=CC(=C(C(=O)NC2CCN(CC2)C(C2=CC=CC=C2)C2=CC=CC=C2)C=C1)[N+](=O)[O-])C (4-dimethylamino-2-nitro-N-(1-diphenylmethylpiperidin-4-yl)benzamide). Reaction SMILES: [CH3:1][N:2]([CH3:15])[C:3]1[CH:11]=[CH:10][C:6]([C:7]([OH:9])=O)=[C:5]([N+:12]([O-:14])=[O:13])[CH:4]=1.[NH2:16][CH:17]1[CH2:22][CH2:21][N:20]([CH:23]([C:30]2[CH:35]=[CH:34][CH:33]=[CH:32][CH:31]=2)[C:24]2[CH:29]=[CH:28][CH:27]=[CH:26][CH:25]=2)[CH2:19][CH2:18]1.CCN=C=NCCCN(C)C.Cl>CN(C1C=CN=CC=1)C.C(Cl)Cl>[CH3:15][N:2]([CH3:1])[C:3]1[CH:11]=[CH:10][C:6]([C:7]([NH:16][CH:17]2[CH2:22][CH2:21][N:20]([CH:23]([C:24]3[CH:29]=[CH:28][CH:27]=[CH:26][CH:25]=3)[C:30]3[CH:35]=[CH:34][CH:33]=[CH:32][CH:31]=3)[CH2:19][CH2:18]2)=[O:9])=[C:5]([N+:12]([O-:14])=[O:13])[CH:4]=1 |f:2.3|. Procedure details: Step 3): The mixture of 4-dimethylamino-2-nitrobenzoic acid (4.20 g, 20 mmol), 4-amino-1-diphenylmethylpiperidine (5.33 g, 20 mmol). EDCl (4.00 g, 21 mmol) and DMAP (2.45 g, 20 mmol) in CH2Cl2 (60 ml) was stirred at room temperature for 17.5 hours. The reaction mixture was diluted with CH2Cl2, washed with H2O and brine. The organic layer was dried over MgSO4 and concentrated under vacuum. The residue was purified with chromatography on SiO2 (50% AcOEt in hexane) and recrystallized from AcOEt to ... Reactants: IC1=C(C=NC=C1)N(C(C1=CC(=CC(=C1)C(F)(F)F)C(F)(F)F)=O)C (N-(4-iodo-pyridin-3-yl)-N-methyl-3,5-bis-trifluoromethyl-benzamide), [Si](C)(C)(C(C)(C)C)OCCC1=C(C=CC=C1)B(O)O (2-(2-(tert-butyldimethylsilyloxy)ethyl)phenylboronic acid), C(=O)([O-])[O-].[Na+].[Na+] (Na2CO3), Cl (HCl), Pd(II)acetate, C1(=CC=CC=C1)P(C1=CC=CC=C1)C1=CC=CC=C1 (triphenylphosphine). The solvent is COCCOC (DME), CCOC(=O)C (EtOAc). Conditions: time 15 minute. Yields the product OCCC1=C(C=CC=C1)C1=C(C=NC=C1)N(C(C1=CC(=CC(=C1)C(F)(F)F)C(F)(F)F)=O)C (N-{4-[2-(2-Hydroxy-ethyl)-phenyl]-pyridin-3-yl}-N-methyl-3,5-bis-trifluoromethyl-benzamide). RXN SMILES: I[C:2]1[CH:7]=[CH:6][N:5]=[CH:4][C:3]=1[N:8]([CH3:25])[C:9](=[O:24])[C:10]1[CH:15]=[C:14]([C:16]([F:19])([F:18])[F:17])[CH:13]=[C:12]([C:20]([F:23])([F:22])[F:21])[CH:11]=1.[Si]([O:33][CH2:34][CH2:35][C:36]1[CH:41]=[CH:40][CH:39]=[CH:38][C:37]=1B(O)O)(C(C)(C)C)(C)C.C([O-])([O-])=O.[Na+].[Na+].C1(P(C2C=CC=CC=2)C2C=CC=CC=2)C=CC=CC=1.Cl>COCCOC.CCOC(C)=O>[OH:33][CH2:34][CH2:35][C:36]1[CH:41]=[CH:40][CH:39]=[CH:38][C:37]=1[C:2]1[CH:7]=[CH:6][N:5]=[CH:4][C:3]=1[N:8]([CH3:25])[C:9](=[O:24])[C:10]1[CH:15]=[C:14]([C:16]([F:19])([F:18])[F:17])[CH:13]=[C:12]([C:20]([F:23])([F:22])[F:21])[CH:11]=1 |f:2.3.4|. Procedure details: To the solution of N-(4-iodo-pyridin-3-yl)-N-methyl-3,5-bis-trifluoromethyl-benzamide (150 mg, 316 μmol, example 36, intermediate a) in DME (3 mL) was added 2-(2-(tert-butyldimethylsilyloxy)ethyl)phenylboronic acid (88.7 mg, 316 μmol, CAS RN 913835-62-8) and 2M aqueous Na2CO3 solution (1 mL). The reaction mixture was stirred under argon atmosphere for 15 minutes. Pd(II)acetate (3.55 mg, 15.8 μmol) and triphenylphosphine (8.3 mg, 31.6 μmol) were added. The reaction mixture stirred at 90° C. for 1... Reactants: COC1=C(C=C(C=C1)OC)SC=1NC2=NC=NC(=C2N1)N (8-(2,5-dimethoxy-phenylsulfanyl)-9H-purin-6-ylamine), BrCCC1=C(C=CC=C1)Cl (1-(2-bromo-ethyl)-2-chloro-benzene). Product: title compounds, ClC1=C(C=CC=C1)CCN1C=NC(=C2N=C(N=C12)SC1=C(C=CC(=C1)OC)OC)N (3-[2-(2-Chloro-phenyl)-ethyl]-8-(2,5-dimethoxy-phenylsulfanyl)-3H-purin-6-ylamine). Yield: 18.0%. RXN SMILES: [CH3:1][O:2][C:3]1[CH:8]=[CH:7][C:6]([O:9][CH3:10])=[CH:5][C:4]=1[S:11][C:12]1[NH:13][C:14]2[C:19]([N:20]=1)=[C:18]([NH2:21])[N:17]=[CH:16][N:15]=2.Br[CH2:23][CH2:24][C:25]1[CH:30]=[CH:29][CH:28]=[CH:27][C:26]=1[Cl:31]>>[Cl:31][C:26]1[CH:27]=[CH:28][CH:29]=[CH:30][C:25]=1[CH2:24][CH2:23][N:15]1[C:14]2[C:19]([N:20]=[C:12]([S:11][C:4]3[CH:5]=[C:6]([O:9][CH3:10])[CH:7]=[CH:8][C:3]=3[O:2][CH3:1])[N:13]=2)=[C:18]([NH2:21])[N:17]=[CH:16]1. Procedure: The title compounds were prepared from 8-(2,5-dimethoxy-phenylsulfanyl)-9H-purin-6-ylamine and 1-(2-bromo-ethyl)-2-chloro-benzene by a procedure similar to examples 1 and 2. The isomers were separated by preparative HPLC. 9-[2-(2-Chloro-phenyl)-ethyl]-8-(2,5-dimethoxy-phenylsulfanyl)-9H-purin-6-ylamine: Yield 18%, 1H NMR (DMSO-d6) δ 8.23 (s, 1H), 7.82 (bs, 2H), 7.36 (dd, J=8.0, 1.2 Hz, 1H), 7.24-7.15 (m, 2H), 7.03-6.99 (m, 2H), 6.85 (dd, J=9.2, 3.2 Hz, 1H), 6.47 (d, J=2.8 Hz, 1H), 4.46 (t, J=7.2...